This data is from the Open Reaction Database (ORD), a public repository of structured organic reaction records. The task is: describe an organic reaction: reactants, conditions, products, and yield Reactants: NC1=C2C=CC(=CC2=CC=C1)S(=O)(=O)O (5-amino-2-naphthalenesulfonic acid), [N+](=O)([O-])C=1C=C(C=C(C1)C(=O)Cl)C(=O)Cl (5-nitrobenzene-1,3-dicarbonyl chloride). Run in N1=CC=CC=C1 (pyridine), O1CCOCC1 (dioxane), C(Cl)(Cl)Cl (CHCl3). Conditions: time 1.5 hour. The product is [N+](=O)([O-])C=1C=C(C=C(C1)C(NC1=CC=CC2=CC(=CC=C12)S(=O)(=O)O)=O)C(=O)NC1=C2C=CC(=CC2=CC=C1)S(=O)(=O)O (5-({3-Nitro-5-[N-(6-sulfonaphthyl)carbamoyl]phenyl}carbonylamino)-naphthalene-2-sulfonic Acid). As a reaction SMILES: [NH2:1][C:2]1[CH:11]=[CH:10][CH:9]=[C:8]2[C:3]=1[CH:4]=[CH:5][C:6]([S:12]([OH:15])(=[O:14])=[O:13])=[CH:7]2.[N+:16]([C:19]1[CH:20]=[C:21]([C:28](Cl)=[O:29])[CH:22]=[C:23]([C:25](Cl)=[O:26])[CH:24]=1)([O-:18])=[O:17]>N1C=CC=CC=1.O1CCOCC1.C(Cl)(Cl)Cl>[N+:16]([C:19]1[CH:20]=[C:21]([C:28]([NH:1][C:2]2[CH:11]=[CH:10][CH:9]=[C:8]3[C:3]=2[CH:4]=[CH:5][C:6]([S:12]([OH:15])(=[O:13])=[O:14])=[CH:7]3)=[O:29])[CH:22]=[C:23]([C:25](=[O:26])[NH:1][C:2]2[C:3]3[C:8](=[CH:7][C:6]([S:12]([OH:15])(=[O:13])=[O:14])=[CH:5][CH:4]=3)[CH:9]=[CH:10][CH:11]=2)[CH:24]=1)([O-:18])=[O:17]. Procedure: 22.33 g (0.10 mol) of 5-amino-2-naphthalenesulfonic acid was suspended in 150 mL of pyridine and added to the above di-acid chloride in 50 mL (50:50) of dioxane and CHCl3 under vigorous stirring for 1-2 hrs. The crude product was precipitated with dioxane. The oily product was collected on a Büchner funnel. The brown colored oily product was dissolved in 500 mL water, then allowed to precipitate out over 30 min. The solid material was collected using filtration. It yielded 16.2 g. The reactants are O1CCC(CC1)N (tetrahydro-2H-pyran-4-amine), [Si](C)(C)(C(C)(C)C)OC[C@H](C1=CC(=C(C=C1)F)Cl)N1C(C=C(C=C1)C1=NC(=NC=C1)S(=O)(=O)C)=O ((S)-1-(2-(tert-butyldimethylsilyloxy)-1-(3-chloro-4-fluorophenyl)ethyl)-4-(2-(methylsulfonyl)pyrimidin-4-yl)pyridin-2(1H)-one), [Si](C)(C)(C(C)(C)C)OC[C@H](C1=CC(=C(C=C1)Cl)F)N1C(C=C(C=C1)C1=NC(=NC=C1)S(=O)(=O)C)=O ((S)-1-(2-(tert-butyldimethylsilyloxy)-1-(4-chloro-3-fluorophenyl)ethyl)-4-(2-(methylsulfonyl)pyrimidin-4-yl)pyridin-2(1H)-one). Yields the product [Si](C)(C)(C(C)(C)C)OC[C@H](C1=CC(=C(C=C1)F)Cl)N1C(C=C(C=C1)C1=NC(=NC=C1)N[C@H]1[C@@H](COCC1)F)=O (1-((S)-2-(tert-Butyldimethylsilyloxy)-1-(3-chloro-4-fluorophenyl)ethyl)-4-(2-((3S,4R)-3-fluorotetrahydro-2H-pyran-4-ylamino)pyrimidin-4-yl)pyridin-2(1H)-one). As a reaction SMILES: [O:1]1[CH2:6][CH2:5][CH:4]([NH2:7])[CH2:3][CH2:2]1.[Si:8]([O:15][CH2:16][C@@H:17]([N:26]1[CH:31]=[CH:30][C:29]([C:32]2[CH:37]=[CH:36][N:35]=[C:34](S(C)(=O)=O)[N:33]=2)=[CH:28][C:27]1=[O:42])[C:18]1[CH:23]=[CH:22][C:21]([F:24])=[C:20]([Cl:25])[CH:19]=1)([C:11]([CH3:14])([CH3:13])[CH3:12])([CH3:10])[CH3:9].[Si](OC[C@@H](N1C=CC(C2C=CN=C(S(C)(=O)=O)N=2)=CC1=O)C1C=CC(Cl)=C([F:60])C=1)(C(C)(C)C)(C)C>>[Si:8]([O:15][CH2:16][C@@H:17]([N:26]1[CH:31]=[CH:30][C:29]([C:32]2[CH:37]=[CH:36][N:35]=[C:34]([NH:7][C@@H:4]3[CH2:5][CH2:6][O:1][CH2:2][C@H:3]3[F:60])[N:33]=2)=[CH:28][C:27]1=[O:42])[C:18]1[CH:23]=[CH:22][C:21]([F:24])=[C:20]([Cl:25])[CH:19]=1)([C:11]([CH3:14])([CH3:13])[CH3:12])([CH3:10])[CH3:9]. Reported procedure: 1-((S)-2-(tert-Butyldimethylsilyloxy)-1-(3-chloro-4-fluorophenyl)ethyl)-4-(2-((3S,4R)-3-fluorotetrahydro-2H-pyran-4-ylamino)pyrimidin-4-yl)pyridin-2(1H)-one was prepared according to the general procedure of Example 2, Step A, substituting (3S,4R)-3-fluorotetrahydro-2H-pyran-4-amine for tetrahydro-2H-pyran-4-amine and (S)-1-(2-(tert-butyldimethylsilyloxy)-1-(3-chloro-4-fluorophenyl)ethyl)-4-(2-(methylsulfonyl)pyrimidin-4-yl)pyridin-2(1H)-one for (S)-1-(2-(tert-butyldimethylsilyloxy)-1-(4-chloro-... Starting materials: BrC1=CC=C(S1)C1CN(CCN1)C1=C(C=C2C(C(=CN(C2=C1)CC)C(=O)O)=O)F (7-[3-(5-bromo-2-thienyl)-1-piperazinyl]-1-ethyl-6-fluoro-1,4-dihydro-4-oxo-3-quinolinecarboxylic acid), C=O (formaldehyde). Solvent: C(C)(=O)O (acetic acid). The product is BrC1=CC=C(S1)C1CN(CCN1C)C1=C(C=C2C(C(=CN(C2=C1)CC)C(=O)O)=O)F (7-[3-(5-Bromo-2-thienyl)-4-methyl-1-piperazinyl]-1-ethyl-6-fluoro-1,4-dihydro-4-oxo-3-quinolinecarboxylic acid). As a reaction SMILES: [Br:1][C:2]1[S:6][C:5]([CH:7]2[NH:12][CH2:11][CH2:10][N:9]([C:13]3[CH:22]=[C:21]4[C:16]([C:17](=[O:28])[C:18]([C:25]([OH:27])=[O:26])=[CH:19][N:20]4[CH2:23][CH3:24])=[CH:15][C:14]=3[F:29])[CH2:8]2)=[CH:4][CH:3]=1.[CH2:30]=O>C(O)(=O)C>[Br:1][C:2]1[S:6][C:5]([CH:7]2[N:12]([CH3:30])[CH2:11][CH2:10][N:9]([C:13]3[CH:22]=[C:21]4[C:16]([C:17](=[O:28])[C:18]([C:25]([OH:27])=[O:26])=[CH:19][N:20]4[CH2:23][CH3:24])=[CH:15][C:14]=3[F:29])[CH2:8]2)=[CH:4][CH:3]=1. Procedure: A 150 mg portion of 7-[3-(5-bromo-2-thienyl)-1-piperazinyl]-1-ethyl-6-fluoro-1,4-dihydro-4-oxo-3-quinolinecarboxylic acid was dissolved in a mixture of 0.6 ml of 37% formaldehyde and 0.75 ml of glacial acetic acid, heated on a steam bath for 2 hours and then evaporated. The residue was diluted with 3 ml of water, adjusted to pH 7 with 1N sodium hydroxide and the solid collected, giving 120 mg of the desired product, mp 243°-245° C. (dec.). Reactants: CC#N, CC(=O)O, CS(C)=O, Cc1csc(C(=O)C2C(=O)Nc3cc(F)cnc32)c1, O. The product is Cc1csc(C(=O)C2C(=O)N(C(N)=O)c3cc(F)cnc32)c1. Reaction SMILES: [CH3:20][C:21]#[N:22].[CH3:24][C:25]([OH:26])=[O:27].[CH3:28][S:29]([CH3:30])=[O:31].[F:1][c:2]1[cH:3][n:4][c:5]2[c:9]([cH:10]1)[NH:8][C:7](=[O:11])[CH:6]2[C:12]([c:13]1[cH:14][c:15]([CH3:18])[cH:16][s:17]1)=[O:19].[OH2:23]>>[F:1][c:2]1[cH:3][n:4][c:5]2[c:9]([cH:10]1)[N:8]([C:21]([NH2:22])=[O:26])[C:7](=[O:11])[CH:6]2[C:12]([c:13]1[cH:14][c:15]([CH3:18])[cH:16][s:17]1)=[O:19]. The reactants are CN(C(SC1=C(C(=CC=C1)OC)C(=O)OC)=O)C (S-2-carbomethoxy-3-methoxyphenyl dimethylthiocarbamate), C[O-].[Na+] (sodium methoxide), BrCC1=CC=CC=C1 (α-Bromotoluene). Run in CO (methanol). Product: C(C1=CC=CC=C1)SC1=C(C(=O)OC)C(=CC=C1)OC (methyl 2-benzylthio-6-methoxybenzoate). RXN SMILES: CN(C)[C:3](=O)[S:4][C:5]1[CH:10]=[CH:9][CH:8]=[C:7]([O:11][CH3:12])[C:6]=1[C:13]([O:15][CH3:16])=[O:14].C[O-].[Na+].BrC[C:24]1[CH:29]=[CH:28][CH:27]=[CH:26][CH:25]=1>CO>[CH2:3]([S:4][C:5]1[CH:10]=[CH:9][CH:8]=[C:7]([O:11][CH3:12])[C:6]=1[C:13]([O:15][CH3:16])=[O:14])[C:24]1[CH:29]=[CH:28][CH:27]=[CH:26][CH:25]=1 |f:1.2|. Reported procedure: A solution of S-2-carbomethoxy-3-methoxyphenyl dimethylthiocarbamate (1.2 g, 4.5 mmol) and sodium methoxide (0.24 g, 4.5 mmol) in methanol (10 ml) was stirred at reflux temperature under a nitrogen atmosphere for 4 hours. α-Bromotoluene (0.60 ml, 4.9 mmol) was then added, and heating was maintained for an additional hour. The cooled mixture was evaporated, and the residue partitioned between diethyl ether and water. The organic layer was separated and washed with 1% aqueous sodium hydroxide solu... The reactants are resultant solution, FC1=C(C=CC(=C1)F)[C@@](CN1N=CN=C1)([C@@H](C)O)O ((2R,3R)-2-(2,4-difluorophenyl)-1-(1H-1,2,4-triazol-1-yl)-2,3-butanediol), CS(=O)(=O)Cl (methanesulfonyl chloride). Run in C(C)(=O)OCC (ethyl acetate), C(C)(=O)OCC (ethyl acetate), ClCCl (dichloromethane), C(C)N(CC)CC (triethylamine). Yields the product FC1=C(C=CC(=C1)F)[C@@](CN1N=CN=C1)([C@@H](C)OS(=O)(=O)C)O ((2R,3R)-2-(2,4-difluorophenyl)-3-methanesulfonyloxy-1-(1H-1,2,4-triazol-1-yl)-2-butanol). RXN SMILES: [F:1][C:2]1[CH:7]=[C:6]([F:8])[CH:5]=[CH:4][C:3]=1[C@:9]([OH:19])([C@H:16]([OH:18])[CH3:17])[CH2:10][N:11]1[CH:15]=[N:14][CH:13]=[N:12]1.[CH3:20][S:21](Cl)(=[O:23])=[O:22]>C(OCC)(=O)C.ClCCl.C(N(CC)CC)C>[F:1][C:2]1[CH:7]=[C:6]([F:8])[CH:5]=[CH:4][C:3]=1[C@:9]([OH:19])([C@H:16]([O:18][S:21]([CH3:20])(=[O:23])=[O:22])[CH3:17])[CH2:10][N:11]1[CH:15]=[N:14][CH:13]=[N:12]1. Reported procedure: (2R,3R)-2-(2,4-difluorophenyl)-1-(1H-1,2,4-triazol-1-yl)-2,3-butanediol (1.25 g) was dissolved in a mixture of ethyl acetate (40 ml) and dichloromethane (10 ml), to which triethylamine (0.84 ml) and methanesulfonyl chloride (0.48 ml) were added under ice-cooling. The resultant solution was stirred for 30 minutes at room temperature. After adding ethyl acetate, the reaction mixture was washed with water, dried over anhydrous magnesium sulfate and concentrated to obtain (2R,3R)-2-(2,4-difluorophen... Starting materials: CCO, Cl, CC1(C)N=C(N)N=C(N)N1OCc1ccccc1, O. Yields the product Cl, CC1(C)N=C(N)N=C(N)N1O. Reaction SMILES: [CH3:21][CH2:22][OH:23].[ClH:1].[NH2:2][C:3]1=[N:4][C:5]([CH3:18])([CH3:19])[N:6]([O:10][CH2:11][c:12]2[cH:13][cH:14][cH:15][cH:16][cH:17]2)[C:7]([NH2:9])=[N:8]1.[OH2:20]>>[ClH:1].[NH2:2][C:3]1=[N:4][C:5]([CH3:18])([CH3:19])[N:6]([OH:10])[C:7]([NH2:9])=[N:8]1.